This data is from the Open Reaction Database (ORD), a public repository of structured organic reaction records. The task is: describe an organic reaction: reactants, conditions, products, and yield Reported procedure: Into an appropriate reactor fitted with warming, cooling and stirring means, were poured 152.5 ml (1.5 mol) of 2,4-difluoroaniline and 425 ml (2.1 mol) of diethyl ethoxymethylenemalonate. The mixture was warmed at 90° to 100° C. for about three hours with evacuation of ethanol appearing in the condensation. This lead to a solid product which was treated with hexane, washed, crystallized from hexane and dried to give 356.5 g (yield 76.5%) of 1-(2,2-diethoxycarbonyl-vinylamino)-2,4-difluoro-benzen... Product: C(C)OC(=O)C(=CNC1=C(C=C(C=C1)F)F)C(=O)OCC (1-(2,2-diethoxycarbonyl-vinylamino)-2,4-difluoro-benzene). The reactants are FC1=C(N)C=CC(=C1)F (2,4-difluoroaniline), C(C)OC=C(C(=O)OCC)C(=O)OCC (diethyl ethoxymethylenemalonate), C(C)O (ethanol). The solvent is CCCCCC (hexane). As a reaction SMILES: [F:1][C:2]1[CH:8]=[C:7]([F:9])[CH:6]=[CH:5][C:3]=1[NH2:4].C(O[CH:13]=[C:14]([C:20]([O:22][CH2:23][CH3:24])=[O:21])[C:15]([O:17][CH2:18][CH3:19])=[O:16])C.C(O)C>CCCCCC>[CH2:23]([O:22][C:20]([C:14]([C:15]([O:17][CH2:18][CH3:19])=[O:16])=[CH:13][NH:4][C:3]1[CH:5]=[CH:6][C:7]([F:9])=[CH:8][C:2]=1[F:1])=[O:21])[CH3:24]. The yield is 79.4%. The reactants are O=C([O-])[O-], CC(N)=O, CC1(C)c2cccc(P(c3ccccc3)c3ccccc3)c2Oc2c(P(c3ccccc3)c3ccccc3)cccc21, [Cs+], [Cs+], O=C(Nc1ccc(F)c(C(F)(F)F)c1)c1nccc2cc(Oc3cc(Cl)ncn3)ccc12, O=C(C=Cc1ccccc1)C=Cc1ccccc1, O=C(C=Cc1ccccc1)C=Cc1ccccc1, C1COCCO1, O=C(C=Cc1ccccc1)C=Cc1ccccc1, O, [Pd], [Pd]. RXN SMILES: [C:79](=[O:80])([O-:81])[O-:82].[CH3:33][C:34]([NH2:35])=[O:36].[CH3:37][C:38]1([CH3:39])[c:40]2[cH:41][cH:42][cH:43][c:44]([P:45]([c:46]3[cH:47][cH:48][cH:49][cH:50][cH:51]3)[c:52]3[cH:53][cH:54][cH:55][cH:56][cH:57]3)[c:58]2[O:59][c:60]2[c:61]1[cH:62][cH:63][cH:64][c:65]2[P:66]([c:67]1[cH:68][cH:69][cH:70][cH:71][cH:72]1)[c:73]1[cH:74][cH:75][cH:76][cH:77][cH:78]1.[Cs+:83].[Cs+:84].[F:1][c:2]1[c:3]([C:29]([F:30])([F:31])[F:32])[cH:4][c:5]([NH:8][C:9](=[O:10])[c:11]2[n:12][cH:13][cH:14][c:15]3[cH:16][c:17]([O:21][c:22]4[n:23][cH:24][n:25][c:26]([Cl:28])[cH:27]4)[cH:18][cH:19][c:20]23)[cH:6][cH:7]1.[O:112]=[C:113]([CH:114]=[CH:115][c:116]1[cH:117][cH:118][cH:119][cH:120][cH:121]1)[CH:122]=[CH:123][c:124]1[cH:125][cH:126][cH:127][cH:128][cH:129]1.[O:130]=[C:131]([CH:132]=[CH:133][c:134]1[cH:135][cH:136][cH:137][cH:138][cH:139]1)[CH:140]=[CH:141][c:142]1[cH:143][cH:144][cH:145][cH:146][cH:147]1.[O:85]1[CH2:86][CH2:87][O:88][CH2:89][CH2:90]1.[O:94]=[C:95]([CH:96]=[CH:97][c:98]1[cH:99][cH:100][cH:101][cH:102][cH:103]1)[CH:104]=[CH:105][c:106]1[cH:107][cH:108][cH:109][cH:110][cH:111]1.[OH2:91].[Pd:92].[Pd:93]>>[F:1][c:2]1[c:3]([C:29]([F:30])([F:31])[F:32])[cH:4][c:5]([NH:8][C:9](=[O:10])[c:11]2[n:12][cH:13][cH:14][c:15]3[cH:16][c:17]([O:21][c:22]4[n:23][cH:24][n:25][c:26]([NH:35][C:34]([CH3:33])=[O:36])[cH:27]4)[cH:18][cH:19][c:20]23)[cH:6][cH:7]1. The product is CC(=O)Nc1cc(Oc2ccc3c(C(=O)Nc4ccc(F)c(C(F)(F)F)c4)nccc3c2)ncn1.